From a dataset of the Open Reaction Database (ORD), a public repository of structured organic reaction records. describe an organic reaction: reactants, conditions, products, and yield Reactants: C(C)(C)(C)OC(C)=O.C(C)C(CC)(C1=CC(=C(C=C1)OCC(C(C)(C)C)O)C)C1=CC(=C(S1)S(=O)(=O)N)C ((5-{1-ethyl-1-[4-(2-hydroxy-3,3-dimethyl-butoxy)-3-methyl-phenyl]-propyl}-3-methyl-thiophene-2-sulfonylamine)-acetic acid tert-butyl ester), [Cr](=O)(=O)([O-])O[Cr](=O)(=O)[O-].[NH+]1=CC=CC=C1.[NH+]1=CC=CC=C1 (pyridinium dichromate), CC(=O)OC(=O)C (Ac2O). The solvent is ClCCl (dichloromethane). The product is C(C)(C)(C)OC(C)=O.CC(C(COC1=C(C=C(C=C1)C(CC)(CC)C1=CC(=C(S1)S(=O)(=O)N)C)C)=O)(C)C ((5-{1-[4-(3,3-Dimethyl-2-oxo-butoxy)-3-methyl-phenyl]-1-ethyl-propyl}-3-methyl-thiophene-2-sulfonylamine)-acetic acid tert-butyl ester). Yield: 92.3%. RXN SMILES: [C:1]([O:5][C:6](=[O:8])[CH3:7])([CH3:4])([CH3:3])[CH3:2].[CH2:9]([C:11]([C:29]1[S:33][C:32]([S:34]([NH2:37])(=[O:36])=[O:35])=[C:31]([CH3:38])[CH:30]=1)([C:14]1[CH:19]=[CH:18][C:17]([O:20][CH2:21][CH:22]([OH:27])[C:23]([CH3:26])([CH3:25])[CH3:24])=[C:16]([CH3:28])[CH:15]=1)[CH2:12][CH3:13])[CH3:10].[Cr](O[Cr]([O-])(=O)=O)([O-])(=O)=O.[NH+]1C=CC=CC=1.[NH+]1C=CC=CC=1.CC(OC(C)=O)=O>ClCCl>[C:1]([O:5][C:6](=[O:8])[CH3:7])([CH3:4])([CH3:3])[CH3:2].[CH3:26][C:23]([CH3:24])([CH3:25])[C:22](=[O:27])[CH2:21][O:20][C:17]1[CH:18]=[CH:19][C:14]([C:11]([C:29]2[S:33][C:32]([S:34]([NH2:37])(=[O:36])=[O:35])=[C:31]([CH3:38])[CH:30]=2)([CH2:9][CH3:10])[CH2:12][CH3:13])=[CH:15][C:16]=1[CH3:28] |f:0.1,2.3.4,7.8|. Procedure details: A mixture of (5-{1-ethyl-1-[4-(2-hydroxy-3,3-dimethyl-butoxy)-3-methyl-phenyl]-propyl}-3-methyl-thiophene-2-sulfonylamine)-acetic acid tert-butyl ester (360 mg, 0.63 mmol), pyridinium dichromate (179 mg, 0.48 mmol) and Ac2O (66 μL, 0.7 mmol) in dichloromethane (10 ml) is refluxed for 3 h. The reaction is concentrated and chromatographed (Hex to 15% EtOAc/Hex) to give the title compound (330 mg, 92%); 1H NMR (CDC3): δ 6.96, 7.23 (m, 2H), 6.56 (s, 1H), 6.51 (d, 1H, J=8.3 Hz), 6.57 (s, 1H), 5.08 (t... The reactants are Cc1ccc(C(=O)O)c(Br)c1, Cc1ccccc1, CN(C)C=O, O=S(Cl)Cl. Yields the product Cc1ccc(C(N)=O)c(Br)c1. As a reaction SMILES: [Br:1][c:2]1[c:3]([C:4](=[O:5])[OH:6])[cH:7][cH:8][c:9]([CH3:11])[cH:10]1.[CH3:17][c:18]1[cH:19][cH:20][cH:21][cH:22][cH:23]1.[O:12]=[CH:13][N:14]([CH3:15])[CH3:16].[S:24]([Cl:25])([Cl:26])=[O:27]>>[Br:1][c:2]1[c:3]([C:4](=[O:5])[NH2:14])[cH:7][cH:8][c:9]([CH3:11])[cH:10]1. Starting materials: CC(C)(C)C(=O)N[C@](C(=O)O)(C1=CC=C(C=C1)OC)C ((S)-α-[N-[(1,1-Dimethylethyl)carbonyl]amino]-α-methyl-4-methoxybenzeneacetic acid), ClC1=CC=C(N)C=C1 (4-chloroaniline). Yields the product CC(C(=O)N)C1=CC=C(C=C1)OC (α-methyl-4-methoxybenzeneacetamide). As a reaction SMILES: CC(C(N[C@@:8]([CH3:20])([C:12]1[CH:17]=[CH:16][C:15]([O:18][CH3:19])=[CH:14][CH:13]=1)[C:9](O)=[O:10])=O)(C)C.ClC1C=CC([NH2:26])=CC=1>>[CH3:20][CH:8]([C:12]1[CH:17]=[CH:16][C:15]([O:18][CH3:19])=[CH:14][CH:13]=1)[C:9]([NH2:26])=[O:10]. Procedure details: (S)-α-[N-[(1,1-Dimethylethyl)carbonyl]amino]-α-methyl-4-methoxybenzeneacetic acid (preparation described in step A of Example 101) was condensed with 4-chloroaniline following the procedure described in step A of Example 99. Pure (S)-N-(4-chlorophenyl)-α-[N-[(1,1-dimethylethyl)carbonyl]]-amino!-α-methyl-4-methoxybenzeneacetamide, obtained after chromatography on silica gel using 20% EtOAc/hexane as eluant, was converted to the title compound following the procedure described in step A of Example... Reactants: [N+](=O)([O-])C=1C=CC(=NC1)OCCN(C)C (2-(5-Nitropyridin-2-yloxy)-N,N-dimethylethanamine), [H][H] (hydrogen). The reagents and catalysts are [Pd] (palladium on carbon). The solvent is CO (methanol). Conditions: time 16 hour. The product is CN(CCOC1=CC=C(C=N1)N)C (6-[2-(dimethylamino)ethoxy]pyridin-3-amine). The yield is 98.5%. RXN SMILES: [N+:1]([C:4]1[CH:5]=[CH:6][C:7]([O:10][CH2:11][CH2:12][N:13]([CH3:15])[CH3:14])=[N:8][CH:9]=1)([O-])=O.[H][H]>CO.[Pd]>[CH3:14][N:13]([CH3:15])[CH2:12][CH2:11][O:10][C:7]1[N:8]=[CH:9][C:4]([NH2:1])=[CH:5][CH:6]=1. Procedure details: 2-(5-Nitropyridin-2-yloxy)-N,N-dimethylethanamine (295 mg, 1.40 mmol) was dissolved in 5 mL of methanol and placed under a nitrogen atmosphere. A catalytic amount of 10% palladium on carbon was added and a hydrogen balloon was connected to the reaction flask. The flask was flushed five times with hydrogen and stirred at room temperature under hydrogen atmosphere for 16 hours. The solid was filtered and washed with methanol. The filtrate was evaporated under reduced pressure yielding 6-[2-(dimeth... Reactants: CC1(OCCC(C1)C=O)C (2,2-dimethyltetrahydro-2H-pyran-4-carbaldehyde), [BH4-].[Na+] (sodium tetrahydroborate). Run in CO (methanol). Run at time 6 hour. The product is CC1(OCCC(C1)CO)C ((2,2-dimethyltetrahydro-2H-pyran-4-yl)methanol). Isolated yield 98.6%. As a reaction SMILES: [CH3:1][C:2]1([CH3:10])[CH2:7][CH:6]([CH:8]=[O:9])[CH2:5][CH2:4][O:3]1.[BH4-].[Na+]>CO>[CH3:1][C:2]1([CH3:10])[CH2:7][CH:6]([CH2:8][OH:9])[CH2:5][CH2:4][O:3]1 |f:1.2|. Procedure details: To a solution of 2,2-dimethyltetrahydro-2H-pyran-4-carbaldehyde (2.50 g) in methanol (15 mL) was slowly added at 0° C. sodium tetrahydroborate (3.30 g) by small portions, and the mixture was stirred at room temperature for 6 hr. The solvent was evaporated under reduced pressure, and saturated brine was added to the residue. The reaction mixture was extracted with dichloromethane, and the extract was dried over anhydrous sodium sulfate. The solvent was evaporated under reduced pressure to give th... The product is CCn1ncnc1C[NH3+], CC(=O)[O-]. The reactants are CCn1ncnc1C=NO, CCO, [H][H], [OH-], [OH-], [Pd+2]. As a reaction SMILES: [CH2:1]([CH3:2])[n:3]1[n:4][cH:5][n:6][c:7]1[CH:8]=[N:9][OH:10].[CH3:13][CH2:14][OH:15].[H:11][H:12].[OH-:16].[OH-:18].[Pd+2:17]>>[CH2:1]([CH3:2])[n:3]1[n:4][cH:5][n:6][c:7]1[CH2:8][NH3+:9].[O-:10][C:14]([CH3:13])=[O:15].